Dataset: the Open Reaction Database (ORD), a public repository of structured organic reaction records. Task: describe an organic reaction: reactants, conditions, products, and yield The product is CC1(OC2=C(C(=N1)C1=NC=CC=C1)C=C1C=CC=CC1=C2)C (2,2-dimethyl-4-(2-pyridyl)-2H-naphtho[2,3-e][1,3]oxazine). As a reaction SMILES: [NH3:1].[N:2]1[CH:7]=[CH:6][CH:5]=[CH:4][C:3]=1[C:8]([C:10]1[C:19]([OH:20])=[CH:18][C:17]2[C:12](=[CH:13][CH:14]=[CH:15][CH:16]=2)[CH:11]=1)=O.[Cl-].[NH4+].S([O-])([O-])(=O)=O.[Ca+2].[CH3:29][C:30]([CH3:32])=O>>[CH3:29][C:30]1([CH3:32])[N:1]=[C:8]([C:3]2[CH:4]=[CH:5][CH:6]=[CH:7][N:2]=2)[C:10]2[CH:11]=[C:12]3[C:17](=[CH:18][C:19]=2[O:20]1)[CH:16]=[CH:15][CH:14]=[CH:13]3 |f:2.3,4.5|. Run at temperature 85 celsius, time 4 hour. Procedure details: To acetone (3 ml) saturated with ammonia were added 3-hydroxy-2-naphthyl 2-pyridyl ketone (30 mg, mp.104°-109° C.), ammonium chloride (6 mg) and anhydrous calcium sulfate (30 mg) at room temperature. The mixture was stirred for 4 hours at 85° C. in a sealed tube. The insoluble substance in the reaction mixture was filtered off. Aqueous saturated ammonium chloride solution was added to the filtrate and the mixture was extracted with ethyl acetate. The organic layer was washed with saturated sodiu... Starting materials: N (ammonia), N1=C(C=CC=C1)C(=O)C1=CC2=CC=CC=C2C=C1O (3-hydroxy-2-naphthyl 2-pyridyl ketone), [Cl-].[NH4+] (ammonium chloride), S(=O)(=O)([O-])[O-].[Ca+2] (calcium sulfate), CC(=O)C (acetone).